Dataset: the Open Reaction Database (ORD), a public repository of structured organic reaction records. Task: describe an organic reaction: reactants, conditions, products, and yield Starting materials: C[C@H]1CC[C@H](CC1)NC1=NC=C(C(=N1)OC[C@H]1CN(CC1)C(=O)OC(C)(C)C)C1=CC=C(C=C1)N1CCOCC1 ((R)-tert-butyl 3-((2-(cis-4-methylcyclohexylamino)-5-(4-morpholinophenyl)pyrimidin-4-yloxy)methyl)pyrrolidine-1-carboxylate), C(=O)(C(F)(F)F)O (TFA). Product: N1C[C@@H](CC1)COC1=NC(=NC=C1C1=CC=C(C=C1)N1CCOCC1)N[C@@H]1CC[C@@H](CC1)C (4-(((R)-pyrrolidin-3-yl)methoxy)-N-(cis-4-methylcyclohexyl)-5-(4-morpholinophenyl)pyrimidin-2-amine). Reaction SMILES: [CH3:1][C@@H:2]1[CH2:7][CH2:6][C@H:5]([NH:8][C:9]2[N:14]=[C:13]([O:15][CH2:16][C@@H:17]3[CH2:21][CH2:20][N:19](C(OC(C)(C)C)=O)[CH2:18]3)[C:12]([C:29]3[CH:34]=[CH:33][C:32]([N:35]4[CH2:40][CH2:39][O:38][CH2:37][CH2:36]4)=[CH:31][CH:30]=3)=[CH:11][N:10]=2)[CH2:4][CH2:3]1.C(O)(C(F)(F)F)=O>>[NH:19]1[CH2:20][CH2:21][C@@H:17]([CH2:16][O:15][C:13]2[C:12]([C:29]3[CH:30]=[CH:31][C:32]([N:35]4[CH2:36][CH2:37][O:38][CH2:39][CH2:40]4)=[CH:33][CH:34]=3)=[CH:11][N:10]=[C:9]([NH:8][C@H:5]3[CH2:4][CH2:3][C@@H:2]([CH3:1])[CH2:7][CH2:6]3)[N:14]=2)[CH2:18]1. Procedure: Using the procedure of Example 1 Step 4, (R)-tert-butyl 3-((2-(cis-4-methylcyclohexylamino)-5-(4-morpholinophenyl)pyrimidin-4-yloxy)methyl)pyrrolidine-1-carboxylate was deprotected by TFA to provide the title compound at quantitative yield. MS (ESI) m/z: Found: 452.3 (M+1). Calc. 451.3 (M+). Reactants: ClC1=NSN=C1S(=O)(=O)CC (3-chloro-4-ethylsulfonyl-1,2,5-thiadiazole), C1CCOC1 (THF), ICCCC (1-iodobutane), [H-].[Na+] (NaH), C1CCOC1 (THF), CN(C)C=O (DMF), Na2S-9H2O. Reaction conditions: temperature 10 celsius, time 1 hour. Product: C(CCC)SC1=NSN=C1OC1CNCC1 ((±)-3-Butylthio-4-(3-pyrrolidinyloxy)-1,2,5-thiadiazole). As a reaction SMILES: [H-].[Na+].Cl[C:4]1[C:8]([S:9]([CH2:12][CH3:13])(=O)=O)=[N:7][S:6][N:5]=1.C[N:15]([CH:17]=O)[CH3:16].I[CH2:20][CH2:21]CC.C1C[O:27][CH2:26][CH2:25]1>>[CH2:12]([S:9][C:8]1[C:4]([O:27][CH:26]2[CH2:25][CH2:16][NH:15][CH2:17]2)=[N:5][S:6][N:7]=1)[CH2:13][CH2:20][CH3:21] |f:0.1|. Procedure details: A suspension of NaH (0.22 g, 0.009 mol) in THF (30 mL) was treated with (±)-1-t-butylcarbamoyl-3-hydroxpyrrolidine (1.73 g, 0.0092 mol), and the reaction heated to reflux for 35 min. After cooling to 10° C., 3-chloro-4-ethylsulfonyl-1,2,5-thiadiazole (1.96 g, 0.0092 mol) in THF (5 mL) was added, cooling was removed, and the reaction heated to 35° C. for 16 h. The reaction was diluted with H2O, ether added, and the ether extract separated. The ether extract was washed with H2O, dried, and the sol... Starting materials: liquid, FC1=C(C#N)C(=CC=C1F)[N+](=O)[O-] (2,3-difluoro-6-nitrobenzonitrile), [Cl-].[Ca+2].[Cl-] (calcium chloride), nitro, ClCl (Chlorine). Conditions: temperature 190 celsius. Product: ClC1=C(C#N)C(=C(C=C1)F)F (2-chloro-5,6-difluorobenzonitrile). The yield is 987.8%. Reaction SMILES: [F:1][C:2]1[C:9]([F:10])=[CH:8][CH:7]=[C:6]([N+]([O-])=O)[C:3]=1[C:4]#[N:5].[Cl-:14].[Ca+2].[Cl-].ClCl>>[Cl:14][C:6]1[CH:7]=[CH:8][C:9]([F:10])=[C:2]([F:1])[C:3]=1[C:4]#[N:5] |f:1.2.3|. Procedure details: 24.8 g (0.135 mol) of 2,3-difluoro-6-nitrobenzonitrile and 1 g of anhydrous calcium chloride are placed in a 50 ml flask with a finely drawn-out gas inlet tube, and heated to 190° C. Chlorine is introduced at this temperature with a throughput of 2-3 l/h so that a uniform production of nitrous gases occurs. After a reaction time of 12 h, the starting material has been substantially converted (<10% residual content of nitro compound). The remaining nitrous gases are purged with air and the residu... The reactants are CCOCC, CI, OC1CN(Cc2ccccc2)CC1Oc1ccccc1. The product is C[N+]1(Cc2ccccc2)CC(O)C(Oc2ccccc2)C1, [I-]. As a reaction SMILES: [CH2:23]([O:24][CH2:25][CH3:26])[CH3:27].[CH3:1][I:2].[O:3]([c:4]1[cH:5][cH:6][cH:7][cH:8][cH:9]1)[CH:10]1[CH:11]([OH:22])[CH2:12][N:13]([CH2:15][c:16]2[cH:17][cH:18][cH:19][cH:20][cH:21]2)[CH2:14]1>>[CH3:1][N+:13]1([CH2:15][c:16]2[cH:17][cH:18][cH:19][cH:20][cH:21]2)[CH2:12][CH:11]([OH:22])[CH:10]([O:3][c:4]2[cH:5][cH:6][cH:7][cH:8][cH:9]2)[CH2:14]1.[I-:2]. Reactants: C1COCCO1, CC(c1ccc(-c2ccc(F)cc2F)cc1)N1CCC(CCN)(c2ccc(F)cc2)OC1=O, NS(N)(=O)=O. Yields the product CC(c1ccc(-c2ccc(F)cc2F)cc1)N1CCC(CCNS(N)(=O)=O)(c2ccc(F)cc2)OC1=O. RXN SMILES: [CH2:39]1[O:40][CH2:41][CH2:42][O:43][CH2:44]1.[NH2:1][CH2:2][CH2:3][C:4]1([c:27]2[cH:28][cH:29][c:30]([F:33])[cH:31][cH:32]2)[CH2:5][CH2:6][N:7]([CH:11]([CH3:12])[c:13]2[cH:14][cH:15][c:16](-[c:19]3[c:20]([F:26])[cH:21][c:22]([F:25])[cH:23][cH:24]3)[cH:17][cH:18]2)[C:8](=[O:10])[O:9]1.[NH2:34][S:35]([NH2:36])(=[O:37])=[O:38]>>[NH:1]([CH2:2][CH2:3][C:4]1([c:27]2[cH:28][cH:29][c:30]([F:33])[cH:31][cH:32]2)[CH2:5][CH2:6][N:7]([CH:11]([CH3:12])[c:13]2[cH:14][cH:15][c:16](-[c:19]3[c:20]([F:26])[cH:21][c:22]([F:25])[cH:23][cH:24]3)[cH:17][cH:18]2)[C:8](=[O:10])[O:9]1)[S:35]([NH2:34])(=[O:37])=[O:38]. Starting materials: CCCCCCCCCCCCCCCCCC(=O)c1c[nH]c2cc(C(=O)OC)ccc12, CO, [Na+], [OH-], O. Product: CCCCCCCCCCCCCCCCCC(=O)c1c[nH]c2cc(C(=O)O)ccc12. Reaction SMILES: [C:1]([CH2:2][CH2:3][CH2:4][CH2:5][CH2:6][CH2:7][CH2:8][CH2:9][CH2:10][CH2:11][CH2:12][CH2:13][CH2:14][CH2:15][CH2:16][CH2:17][CH3:18])(=[O:19])[c:20]1[cH:21][nH:22][c:23]2[cH:24][c:25]([C:29](=[O:30])[O:31][CH3:32])[cH:26][cH:27][c:28]12.[CH3:36][OH:37].[Na+:34].[OH-:33].[OH2:35]>>[C:1]([CH2:2][CH2:3][CH2:4][CH2:5][CH2:6][CH2:7][CH2:8][CH2:9][CH2:10][CH2:11][CH2:12][CH2:13][CH2:14][CH2:15][CH2:16][CH2:17][CH3:18])(=[O:19])[c:20]1[cH:21][nH:22][c:23]2[cH:24][c:25]([C:29](=[O:30])[OH:31])[cH:26][cH:27][c:28]12.